From a dataset of the Open Reaction Database (ORD), a public repository of structured organic reaction records. describe an organic reaction: reactants, conditions, products, and yield Reactants: C(#C)C=1C=CC(=C(C(=O)OC)C1)O (Methyl 5-ethynyl-2-hydroxybenzoate), N1=CC=CC2=CC=CC=C12 (Quinoline), Pb. Reagents/catalysts: [Pd] (palladium). Solvent: C(C)OCC (diethyl ether), light petroleum. Conditions: time 2 hour. Product: C(=C)C=1C=CC(=C(C(=O)OC)C1)O (Methyl 5-ethenyl-2-hydroxybenzoate). As a reaction SMILES: [C:1]([C:3]1[CH:4]=[CH:5][C:6]([OH:13])=[C:7]([CH:12]=1)[C:8]([O:10][CH3:11])=[O:9])#[CH:2].N1C2C(=CC=CC=2)C=CC=1>C(OCC)C.[Pd]>[CH:1]([C:3]1[CH:4]=[CH:5][C:6]([OH:13])=[C:7]([CH:12]=1)[C:8]([O:10][CH3:11])=[O:9])=[CH2:2]. Procedure: Methyl 5-ethynyl-2-hydroxybenzoate (8 g, 45.4 mmol), prepared according to Example 1 b, was dissolved in a mixture of diethyl ether and light petroleum (200+200 ml) in a hydrogenation flask. Quinoline (1.7 ml) and palladium on CaCO3, poisoned with Pb (Lindlax catalyst; 200 mg) were added, and the flask was attached to an atmospheric pressure hydrogenation apparatus. The mixture was stirred for 2 h at room temperature, by then the calculated amount of hydrogen had been consumed. The catalyst was ...